This data is from the Open Reaction Database (ORD), a public repository of structured organic reaction records. The task is: describe an organic reaction: reactants, conditions, products, and yield The reactants are CCOC(=O)CBr, CN(C)C=O, Cc1nc(-c2ccccc2)[nH]c(=O)c1C, ClC(Cl)Cl, [H-], [Na+]. Product: CCOC(=O)COc1nc(-c2ccccc2)nc(C)c1C. RXN SMILES: [Br:23][CH2:24][C:25](=[O:26])[O:27][CH2:28][CH3:29].[CH3:3][N:4]([CH3:5])[CH:6]=[O:7].[CH3:8][c:9]1[c:10](=[O:22])[nH:11][c:12](-[c:16]2[cH:17][cH:18][cH:19][cH:20][cH:21]2)[n:13][c:14]1[CH3:15].[CH:30]([Cl:31])([Cl:32])[Cl:33].[H-:1].[Na+:2]>>[CH3:8][c:9]1[c:10]([O:22][CH2:24][C:25](=[O:26])[O:27][CH2:28][CH3:29])[n:11][c:12](-[c:16]2[cH:17][cH:18][cH:19][cH:20][cH:21]2)[n:13][c:14]1[CH3:15].